This data is from the Open Reaction Database (ORD), a public repository of structured organic reaction records. The task is: describe an organic reaction: reactants, conditions, products, and yield Starting materials: ClC1=NC(=CC(=N1)C=1C=C(CN2[C@H](CN(CC2)C(=O)OC(C)(C)C)C)C=CC1)C ((3S)-tert-butyl 4-(3-(2-chloro-6-methylpyrimdin-4-yl)benzyl)-3-methylpiperazine-1-carboxylate), NCCC1=CC(=C(C=C1)O)Cl (4-(2-aminoethyl)-2-chlorophenol), 452. Product: ClC1=C(C=CC(=C1)CCNC1=NC(=CC(=N1)C)C1=CC(=CC=C1)CN1[C@H](CNCC1)C)O (2-chloro-4-(2-(4-methyl-6-(3-(((S)-2-methylpiperazin-1-yl)methyl)phenyl)pyrimidin-2-ylamino)ethyl)phenol). Reaction SMILES: Cl[C:2]1[N:7]=[C:6]([C:8]2[CH:9]=[C:10]([CH:26]=[CH:27][CH:28]=2)[CH2:11][N:12]2[CH2:17][CH2:16][N:15](C(OC(C)(C)C)=O)[CH2:14][C@@H:13]2[CH3:25])[CH:5]=[C:4]([CH3:29])[N:3]=1.[NH2:30][CH2:31][CH2:32][C:33]1[CH:38]=[CH:37][C:36]([OH:39])=[C:35]([Cl:40])[CH:34]=1>>[Cl:40][C:35]1[CH:34]=[C:33]([CH2:32][CH2:31][NH:30][C:2]2[N:3]=[C:4]([CH3:29])[CH:5]=[C:6]([C:8]3[CH:28]=[CH:27][CH:26]=[C:10]([CH2:11][N:12]4[CH2:17][CH2:16][NH:15][CH2:14][C@@H:13]4[CH3:25])[CH:9]=3)[N:7]=2)[CH:38]=[CH:37][C:36]=1[OH:39]. Procedure: Intermediate 150 from above was coupled with 4-(2-aminoethyl)-2-chlorophenol following procedure F. The product was deprotected by procedure G2. LC-MS showed the product had the expected M+H+ of 452. 1H NMR (Varian 300 MHz, DMSO-d6, shifts relative to the solvent peak at 2.49 ppm) δ 8.6 (d, 1H) 8.3 (d, 1H) 7.9 (d, 1H) 7.7 (t, 1H), 7.5 (s, 1H), 7.2 (s, 1H), 7.0 (d, 1H), 6.8 (d, 1H), 4.12-3.9 (m, 5H) 3.8-3.47 (m, 6H), 2.9 (t, 2H), 2.6 (s, 3H), 1.6 (d, 3H). The reactants are C(CCC)[Li] (n-butyllithium), C(C)OC(C=CC1=CC(=C(C=C1)C1=CC=CC=C1)F)=O (3-(2-Fluoro-biphenyl-4-yl)-acrylic acid ethyl ester), C(C1=CC=CC=C1)N[C@@H](C1=CC=CC=C1)C ((R)-(+)-N-benzyl-α-methylbenzylamine). Solvent: hexanes, C1CCOC1 (THF), C1CCOC1 (THF). Reaction conditions: temperature -78 celsius, time 10 minute. The product is C(C)OC(CC(C1=CC(=C(C=C1)C1=CC=CC=C1)F)N([C@H](C)C1=CC=CC=C1)CC1=CC=CC=C1)=O (3-[Benzyl-(1(R)-phenylethyl)-amino]-3-(2-fluoro-biphenyl-4yl)-propionic acid ethyl ester). RXN SMILES: [CH2:1]([NH:8][C@H:9]([CH3:16])[C:10]1[CH:15]=[CH:14][CH:13]=[CH:12][CH:11]=1)[C:2]1[CH:7]=[CH:6][CH:5]=[CH:4][CH:3]=1.C([Li])CCC.[CH2:22]([O:24][C:25](=[O:41])[CH:26]=[CH:27][C:28]1[CH:33]=[CH:32][C:31]([C:34]2[CH:39]=[CH:38][CH:37]=[CH:36][CH:35]=2)=[C:30]([F:40])[CH:29]=1)[CH3:23]>C1COCC1>[CH2:22]([O:24][C:25](=[O:41])[CH2:26][CH:27]([N:8]([CH2:1][C:2]1[CH:7]=[CH:6][CH:5]=[CH:4][CH:3]=1)[C@@H:9]([C:10]1[CH:15]=[CH:14][CH:13]=[CH:12][CH:11]=1)[CH3:16])[C:28]1[CH:33]=[CH:32][C:31]([C:34]2[CH:35]=[CH:36][CH:37]=[CH:38][CH:39]=2)=[C:30]([F:40])[CH:29]=1)[CH3:23]. Procedure: A cooled (0° C.) solution of (R)-(+)-N-benzyl-α-methylbenzylamine (8.9 mL, 42.6 mmol) in THF (100 mL) was treated with n-butyllithium (26.6 mL of a 1.6 M soln in hexanes; 42.6 mmol). After stirring for 10 min, the purple solution was cooled to -78° C. and treated with a solution of ester 12-2 (5.76 g, 21.3 mmol) in THF (10 mL). After stirring for 20 min, the solution was quenched with satd aq NH4Cl soln (5 mL), and the cold bath removed. The reaction mixture was diluted with Et2O (100 mL), and w... The reactants are OCc1ccc(Cl)cc1, CCC(CC)Cc1ccc(O)c(Cl)c1, C1CCOC1, c1ccc(P(c2ccccc2)c2ccccc2)cc1. Yields the product CCC(CC)Cc1ccc(OCc2ccc(Cl)cc2)c(Cl)c1. Reaction SMILES: [Cl:15][c:16]1[cH:17][cH:18][c:19]([CH2:20][OH:21])[cH:22][cH:23]1.[Cl:1][c:2]1[c:3]([OH:14])[cH:4][cH:5][c:6]([CH2:8][CH:9]([CH2:10][CH3:11])[CH2:12][CH3:13])[cH:7]1.[O:43]1[CH2:44][CH2:45][CH2:46][CH2:47]1.[c:24]1([P:25]([c:26]2[cH:27][cH:28][cH:29][cH:30][cH:31]2)[c:32]2[cH:33][cH:34][cH:35][cH:36][cH:37]2)[cH:38][cH:39][cH:40][cH:41][cH:42]1>>[Cl:1][c:2]1[c:3]([O:14][CH2:20][c:19]2[cH:18][cH:17][c:16]([Cl:15])[cH:23][cH:22]2)[cH:4][cH:5][c:6]([CH2:8][CH:9]([CH2:10][CH3:11])[CH2:12][CH3:13])[cH:7]1. The reactants are ClN1C(CCC1=O)=O (N-Chlorosuccinimide), CSCC(C)(C)C1=C(C=CC(=C1)Br)OC (2-(2-methoxy-5-bromophenyl)-2-methyl-1-propyl methyl sulphide). Run in C(Cl)(Cl)(Cl)Cl (carbon tetrachloride). Conditions: temperature 40 celsius. The product is CSC(C(C)(C)C1=C(C=CC(=C1)Br)OC)Cl (2-(2-Methoxy-5-bromophenyl)-2-methyl-1-chloropropyl methyl sulphide). Yield: 98.9%. Reaction SMILES: [Cl:1]N1C(=O)CCC1=O.[CH3:9][S:10][CH2:11][C:12]([C:15]1[CH:20]=[C:19]([Br:21])[CH:18]=[CH:17][C:16]=1[O:22][CH3:23])([CH3:14])[CH3:13]>C(Cl)(Cl)(Cl)Cl>[CH3:9][S:10][CH:11]([Cl:1])[C:12]([C:15]1[CH:20]=[C:19]([Br:21])[CH:18]=[CH:17][C:16]=1[O:22][CH3:23])([CH3:14])[CH3:13]. Procedure details: N-Chlorosuccinimide (37.4 g, 0.28 mole) was added portionwise to 2-(2-methoxy-5-bromophenyl)-2-methyl-1-propyl methyl sulphide (79.3 g, 0.275 mole) in carbon tetrachloride (250 ml) at room temperature. An exothermic reaction ensued, the temperature being allowed to rise to 40° C. before control with an external cooling bath was applied. After addition, the reaction mixture was heated at about 40° C. for 4 hours, then cooled, filtered and run down yielding 88 g crude title product (99%). The reactants are COC(C1=CC(=C(C=C1)B1OC(C(O1)(C)C)(C)C)C)=O (3-Methyl-4-(4,4,5,5-tetramethyl-[1,3,2]dioxaborolan-2-yl)-benzoic acid methyl ester), C1CC(=O)N(C1=O)Br (NBS), CC(C)(C#N)N=NC(C)(C)C#N (AIBN). Run in C(Cl)(Cl)(Cl)Cl (CCl4). Run at temperature 25 celsius. Product: COC(C1=CC(=C(C=C1)B1OC(C(O1)(C)C)(C)C)CBr)=O (3-Bromomethyl-4-(4,4,5,5-tetramethyl-[1,3,2]dioxaborolan-2-yl)-benzoic acid methyl ester). Yield: 103.0%. RXN SMILES: [CH3:1][O:2][C:3](=[O:20])[C:4]1[CH:9]=[CH:8][C:7]([B:10]2[O:14][C:13]([CH3:16])([CH3:15])[C:12]([CH3:18])([CH3:17])[O:11]2)=[C:6]([CH3:19])[CH:5]=1.C1C(=O)N([Br:28])C(=O)C1.CC(N=NC(C#N)(C)C)(C#N)C>C(Cl)(Cl)(Cl)Cl>[CH3:1][O:2][C:3](=[O:20])[C:4]1[CH:9]=[CH:8][C:7]([B:10]2[O:11][C:12]([CH3:18])([CH3:17])[C:13]([CH3:15])([CH3:16])[O:14]2)=[C:6]([CH2:19][Br:28])[CH:5]=1. Procedure details: The solution of 3-Methyl-4-(4,4,5,5-tetramethyl-[1,3,2]dioxaborolan-2-yl)-benzoic acid methyl ester (3.71 g, 13.4 mmol), NBS (2.39 g, 13.4 mmol), and AIBN (235 mg) in CCl4 (20 ml) was heated at 80° C. for 14 hours. The mixture was cooled to 25° C., and was filtered and washed with CCl4. The solution was concentrated under reduced pressure, and was diluted with EtOAc. The solution was washed with water and brine and was dried with Na2SO4. Concentration gave 3-Bromomethyl-4-(4,4,5,5-tetramethyl-[1... Reactants: ice water, C(=O)C1=CC=C(C=C1)N(C1=C(C=CC=C1)C)C1=C2C=CC=CC2=C(C2=CC=CC=C12)C=1C2=CC=CC=C2C(=C2C=CC=CC12)N(C1=CC=C(C=C1)C=O)C1=C(C=CC=C1)C (10,10′-bis(N-p-formylphenyl-N-tolylamino)-9,9′-bianthryl), C(C1=CC=CC=C1)P(OCC)(OCC)=O (diethyl benzylphosphonate), [H-].[Na+] (sodium hydride). The solvent is CS(=O)C (dimethylsulfoxide), CS(=O)C (dimethylsulfoxide). Conditions: temperature 50 celsius, time 3 hour. The product is C(=CC1=CC=CC=C1)C1=CC=C(C=C1)N(C1=C(C=CC=C1)C)C1=C2C=CC=CC2=C(C2=CC=CC=C12)C=1C2=CC=CC=C2C(=C2C=CC=CC12)N(C1=CC=C(C=C1)C=CC1=CC=CC=C1)C1=C(C=CC=C1)C (10,10′-bis(N-p-styrylphenyl-N-tolylamino)-9,9′-bianthryl). Yield: 70.9%. As a reaction SMILES: [CH2:1](P(=O)(OCC)OCC)[C:2]1[CH:7]=[CH:6][CH:5]=[CH:4][CH:3]=1.[H-].[Na+].[CH:18]([C:20]1[CH:25]=[CH:24][C:23]([N:26]([C:34]2[C:47]3[C:42](=[CH:43][CH:44]=[CH:45][CH:46]=3)[C:41]([C:48]3[C:49]4[C:54]([C:55]([N:62]([C:71]5[CH:76]=[CH:75][CH:74]=[CH:73][C:72]=5[CH3:77])[C:63]5[CH:68]=[CH:67][C:66]([CH:69]=O)=[CH:65][CH:64]=5)=[C:56]5[C:61]=3[CH:60]=[CH:59][CH:58]=[CH:57]5)=[CH:53][CH:52]=[CH:51][CH:50]=4)=[C:40]3[C:35]=2[CH:36]=[CH:37][CH:38]=[CH:39]3)[C:27]2[CH:32]=[CH:31][CH:30]=[CH:29][C:28]=2[CH3:33])=[CH:22][CH:21]=1)=O>CS(C)=O>[CH:18]([C:20]1[CH:25]=[CH:24][C:23]([N:26]([C:34]2[C:47]3[C:42](=[CH:43][CH:44]=[CH:45][CH:46]=3)[C:41]([C:48]3[C:49]4[C:54]([C:55]([N:62]([C:71]5[CH:76]=[CH:75][CH:74]=[CH:73][C:72]=5[CH3:77])[C:63]5[CH:68]=[CH:67][C:66]([CH:69]=[CH:1][C:2]6[CH:3]=[CH:4][CH:5]=[CH:6][CH:7]=6)=[CH:65][CH:64]=5)=[C:56]5[C:61]=3[CH:60]=[CH:59][CH:58]=[CH:57]5)=[CH:53][CH:52]=[CH:51][CH:50]=4)=[C:40]3[C:35]=2[CH:36]=[CH:37][CH:38]=[CH:39]3)[C:27]2[CH:32]=[CH:31][CH:30]=[CH:29][C:28]=2[CH3:33])=[CH:22][CH:21]=1)=[CH:1][C:2]1[CH:7]=[CH:6][CH:5]=[CH:4][CH:3]=1 |f:1.2|. Procedure: 10,10′-Bis(p-tolylphenylamino)-9,9′-bianthryl(19 g; yield 54%) was prepared as described in Preparation Example 3, except that 20 g of diphenylamine was replaced with 22 g of p-tolylphenylamine. Then, 7 g of 10,10′-bis(p-tolylphenylamino)-9,9′-bianthryl was dissolved in 50 mL of toluene, to which 3.7 g of phosphorus oxychloride was then added, and the mixture was stirred at room temperature. To the mixture was added dropwise 2.7 g of N-methylformanilide, and the mixture was stirred at 50° C. for... Starting materials: ClC1=CC2=C([C@@H](CN(CC2)C)C2=CC=CC=C2)C=C1OC ((S)-7-chloro-8-methoxy-3-methyl-1-phenyl-2,3,4,5-tetrahydro-1H-3-benzazepine), [OH-].[Na+] (sodium hydroxide), [H][H] (hydrogen). The reagents and catalysts are O.[Pd] (palladium hydroxide-on-carbon). Run in C(C)O (ethanol). The product is COC=1C=CC2=C([C@@H](CN(CC2)C)C2=CC=CC=C2)C1 ((S)-8-methoxy-3-methyl-1-phenyl-2,3,4,5-tetrahydro-1H-3-benzazepine). RXN SMILES: Cl[C:2]1[C:19]([O:20][CH3:21])=[CH:18][C:5]2[C@H:6]([C:12]3[CH:17]=[CH:16][CH:15]=[CH:14][CH:13]=3)[CH2:7][N:8]([CH3:11])[CH2:9][CH2:10][C:4]=2[CH:3]=1.[OH-].[Na+].[H][H]>C(O)C.O.[Pd]>[CH3:21][O:20][C:19]1[CH:2]=[CH:3][C:4]2[CH2:10][CH2:9][N:8]([CH3:11])[CH2:7][C@@H:6]([C:12]3[CH:13]=[CH:14][CH:15]=[CH:16][CH:17]=3)[C:5]=2[CH:18]=1 |f:1.2,5.6|. Procedure: Hydrogenate a solution of 21.10 g (0.07 moles) of (S)-7-chloro-8-methoxy-3-methyl-1-phenyl-2,3,4,5-tetrahydro-1-H-3-benzazepine (e.g. obtained as described in Example 1, step D) 3.30 g (0.0825 moles) of sodium hydroxide in 300 ml of 95% ethanol at room temperature and at 4.2 kg/cm2 (=60 psi), with 1.70 g of 20% palladium hydroxide-on-carbon until the theoretical amount of hydrogen is consumed. Remove the catalyst and concentrate the filtrate to dryness on a steam bath at about 100 mm. Stir the r...